This data is from the Open Reaction Database (ORD), a public repository of structured organic reaction records. The task is: describe an organic reaction: reactants, conditions, products, and yield Starting materials: CCCCCCC(=O)Cl, C1CC2CNCC1O2, Cl, [Na+], [OH-], O. Yields the product CCCCCCC(=O)N1CC2CCC(C1)O2. Reaction SMILES: [C:1]([CH2:2][CH2:3][CH2:4][CH2:5][CH2:6][CH3:7])(=[O:8])[Cl:9].[CH:11]12[CH2:12][NH:13][CH2:14][CH:15]([CH2:16][CH2:17]1)[O:18]2.[ClH:10].[Na+:20].[OH-:19].[OH2:21]>>[C:1]([CH2:2][CH2:3][CH2:4][CH2:5][CH2:6][CH3:7])(=[O:8])[N:13]1[CH2:12][CH:11]2[CH2:17][CH2:16][CH:15]([CH2:14]1)[O:18]2. The reactants are FC(OC=1C=C(C=CC1)N1C(C(CC1)NC(C(CCl)(C)Cl)=O)=O)(F)F (1-(3-trifluoromethoxyphenyl)-3-(2,3-dichloro-2-methylpropanoyl)amino-2-pyrrolidinone), [F-].[Cs+] (caesium fluoride), O (water). Reagents/catalysts: [Cl-].C(C1=CC=CC=C1)[N+](CC)(CC)CC (benzyltriethyl ammonium chloride). The solvent is C1CCOC1 (THF). Product: FC(OC=1C=C(C=CC1)N1C(C(CC1)N1C(C(C1)(C)Cl)=O)=O)(F)F (1-[1-(3-Trifluoromethoxyphenyl)pyrrolidin-2-one-3-yl]-3-chloro-3-methylazetidin-2-one). As a reaction SMILES: [F:1][C:2]([F:25])([F:24])[O:3][C:4]1[CH:5]=[C:6]([N:10]2[CH2:14][CH2:13][CH:12]([NH:15][C:16](=[O:22])[C:17]([Cl:21])([CH3:20])[CH2:18]Cl)[C:11]2=[O:23])[CH:7]=[CH:8][CH:9]=1.[F-].[Cs+].O>C1COCC1.[Cl-].C([N+](CC)(CC)CC)C1C=CC=CC=1>[F:1][C:2]([F:25])([F:24])[O:3][C:4]1[CH:5]=[C:6]([N:10]2[CH2:14][CH2:13][CH:12]([N:15]3[CH2:18][C:17]([Cl:21])([CH3:20])[C:16]3=[O:22])[C:11]2=[O:23])[CH:7]=[CH:8][CH:9]=1 |f:1.2,5.6|. Procedure: A stirred solution of 1-(3-trifluoromethoxyphenyl)-3-(2,3-dichloro-2-methylpropanoyl)amino-2-pyrrolidinone (0.82 g) in THF (10 ml) was treated with caesium fluoride (1.29 g) followed by benzyltriethyl ammonium chloride (0.09 g). The mixture was heated under reflux, cooled and poured into water. The resultant mixture was extracted with chloroform (x3) and the combined extracts dried (Na2SO4). Evaporation of the solvent under reduced pressure left an oil which was purified by chromatography on sil... The product is Clc1ccc2nc(NC3=NCC4(CN5CCC4CC5)O3)sc2n1. Reaction SMILES: [C:30](=[O:31])([O-:32])[O-:33].[Cl:1][c:2]1[cH:3][cH:4][c:5]2[c:6]([n:7]1)[s:8][c:9]([N:11]=[C:12]([S:13][CH3:14])[S:15][CH3:16])[n:10]2.[ClH:17].[ClH:18].[Cs+:34].[Cs+:35].[NH2:19][CH2:20][C:21]1([OH:29])[CH2:22][N:23]2[CH2:24][CH2:25][CH:26]1[CH2:27][CH2:28]2.[O:37]=[CH:38][N:39]([CH3:40])[CH3:41].[OH2:36]>>[Cl:1][c:2]1[cH:3][cH:4][c:5]2[c:6]([n:7]1)[s:8][c:9]([NH:11][C:12]1=[N:19][CH2:20][C:21]3([CH2:22][N:23]4[CH2:24][CH2:25][CH:26]3[CH2:27][CH2:28]4)[O:29]1)[n:10]2. Starting materials: O=C([O-])[O-], CSC(=Nc1nc2ccc(Cl)nc2s1)SC, Cl, Cl, [Cs+], [Cs+], NCC1(O)CN2CCC1CC2, CN(C)C=O, O. RXN SMILES: [Li+].[I-].[CH:3](=[O:10])[C:4]1[CH:9]=[CH:8][CH:7]=[CH:6][CH:5]=1.Br[CH:12]([CH3:23])[C:13](=[O:22])[C:14]([CH3:21])([CH3:20])[CH:15]([O:18][CH3:19])[O:16][CH3:17]>C1COCC1>[OH:10][CH:3]([C:4]1[CH:9]=[CH:8][CH:7]=[CH:6][CH:5]=1)[CH:12]([CH3:23])[C:13](=[O:22])[C:14]([CH3:20])([CH3:21])[CH:15]([O:16][CH3:17])[O:18][CH3:19] |f:0.1|. Procedure details: To a solution of 298 mg (2.42 mmol) CrCl2 and 20 mg (0.15 mmol) LiI in 6.0 mL abs. THF were added 117 μl (1.1 mmol) benzaldehyde and 253 mg (1.0 mmol) 4-bromo-1,1-dimethoxy-2,2-dimethyl-pentan-3-one (225). After stirring at ambient temperature for 30 minutes the brown solution was quenched with 5.0 mL brine. The aqueous phase was extracted three times with 5.0 mL diethylether. The organic layers were combined, washed with conc. NH4C, solution (2×5.0 mL), dried over MgSO4, filtrated and concentra... Yields the product OC(C(C(C(C(OC)OC)(C)C)=O)C)C1=CC=CC=C1 (5-Hydroxy-1,1-dimethoxy-2,2,4-trimethyl-5-phenyl-pentan-3-one). Conditions: time 30 minute. Run in C1CCOC1 (THF). The reactants are CrCl2, [Li+].[I-] (LiI), C(C1=CC=CC=C1)=O (benzaldehyde), BrC(C(C(C(OC)OC)(C)C)=O)C (4-bromo-1,1-dimethoxy-2,2-dimethyl-pentan-3-one). The reactants are Cl (hydrochloric acid), BrC1=COC=C1 (3-bromo furan), C1CCOC1 (THF), O (Water), C(C)(C)[N-]C(C)C.[Li+] (lithiumdiisopropylamide). Reaction conditions: temperature -70 celsius, time 1 hour. Yields the product BrC1=C(OC=C1)C(=O)O (3-Bromo-2-furoic acid). Reaction SMILES: [Br:1][C:2]1[CH:6]=[CH:5][O:4][CH:3]=1.C1[CH2:11][O:10]CC1.C([N-]C(C)C)(C)C.[Li+].Cl.[OH2:21]>>[Br:1][C:2]1[CH:6]=[CH:5][O:4][C:3]=1[C:11]([OH:10])=[O:21] |f:2.3|. Procedure details: To a mixture of 3-bromo furan (51.0 g; 0.347 mol) and THF (250 ml) was added lithiumdiisopropylamide (191 ml; 0.382 mol; 2 M solution in heptane/THF/ethylbenzene) at −70° C. The mixture was stirred for 1 hour at −70° C. Solid carbondioxide (100.3 g; 2.28 mol) was added and the mixture was stirred until the carbondioxide was gone. Water (50 ml) was addded followed by aqueous hydrochloric acid (380 ml; 2M). The tetrahydrofuran was evaporated. The mixture was extracted with diethylether (3×100 ml).... The reactants are O=c1[nH]ccn1-c1ccc(OCC(F)(F)C(F)F)cc1, CC(O)C1(c2ccc(F)cc2F)CO1, CC(n1ccn(-c2ccc(OCC(F)(F)C(F)F)cc2)c1=O)C1(c2ccc(F)cc2F)CO1. Yields the product CC(Oc1nccn1-c1ccc(OCC(F)(F)C(F)F)cc1)C1(c2ccc(F)cc2F)CO1. RXN SMILES: [F:15][C:16]([CH2:17][O:18][c:19]1[cH:20][cH:21][c:22](-[n:25]2[c:26](=[O:30])[nH:27][cH:28][cH:29]2)[cH:23][cH:24]1)([CH:31]([F:32])[F:33])[F:34].[F:1][c:2]1[c:3]([C:9]2([CH:12]([CH3:13])[OH:14])[O:10][CH2:11]2)[cH:4][cH:5][c:6]([F:8])[cH:7]1.[F:35][c:36]1[cH:37][c:38]([F:39])[cH:40][cH:41][c:42]1[C:43]1([CH:46]([n:47]2[cH:48][cH:49][n:50](-[c:51]3[cH:52][cH:53][c:54]([O:55][CH2:56][C:57]([F:58])([F:59])[CH:60]([F:61])[F:62])[cH:63][cH:64]3)[c:65]2=[O:66])[CH3:67])[O:44][CH2:45]1>>[F:1][c:2]1[c:3]([C:9]2([CH:12]([CH3:13])[O:14][c:26]3[n:25](-[c:22]4[cH:21][cH:20][c:19]([O:18][CH2:17][C:16]([F:15])([CH:31]([F:32])[F:33])[F:34])[cH:24][cH:23]4)[cH:29][cH:28][n:27]3)[O:10][CH2:11]2)[cH:4][cH:5][c:6]([F:8])[cH:7]1.